The task is: describe an organic reaction: reactants, conditions, products, and yield. This data is from the Open Reaction Database (ORD), a public repository of structured organic reaction records. Reactants: P(OC)(SC)(N=C=O)=O (O,S-dimethyl phosphoroisocyanatidothioate), N1CCCCC1 (piperidine). Run in CCOCC (ether). Yields the product N1(CCCCC1)C(=O)NP(OC)(SC)=O (O,S-Dimethyl 1-Piperidinylcarbonylphosphoramidothioate). RXN SMILES: [P:1](=[O:9])([N:6]=[C:7]=[O:8])([S:4][CH3:5])[O:2][CH3:3].[NH:10]1[CH2:15][CH2:14][CH2:13][CH2:12][CH2:11]1>CCOCC>[N:10]1([C:7]([NH:6][P:1](=[O:9])([S:4][CH3:5])[O:2][CH3:3])=[O:8])[CH2:15][CH2:14][CH2:13][CH2:12][CH2:11]1. Procedure: A solution of 6.0 grams (g) of O,S-dimethyl phosphoroisocyanatidothioate in 100 milliliters (ml) of ether was cooled to 0° C. and to this was added dropwise with stirring 3.1 g of piperidine. A precipitate began to form almost immediately and after one hour this precipitate was collected by filtration and extracted with ether. It was then recrystallized from toluene-hexane to obtain the title compound as white crystals melting at 96° C. Starting materials: [N+](=O)([O-])C1=CC=C(CN2C(=NC=C2)CO)C=C1 ([1-(4-nitrobenzyl)-1H-imidazol-2-yl]methanol). The reagents and catalysts are [C].[Pd] (palladium carbon). The solvent is C(C)O (ethanol). Run at time 4 hour. Product: NC1=CC=C(CN2C(=NC=C2)CO)C=C1 ([1-(4-aminobenzyl)-1H-imidazol-2-yl]methanol). Isolated yield 80.6%. RXN SMILES: [N+:1]([C:4]1[CH:17]=[CH:16][C:7]([CH2:8][N:9]2[CH:13]=[CH:12][N:11]=[C:10]2[CH2:14][OH:15])=[CH:6][CH:5]=1)([O-])=O>[C].[Pd].C(O)C>[NH2:1][C:4]1[CH:17]=[CH:16][C:7]([CH2:8][N:9]2[CH:13]=[CH:12][N:11]=[C:10]2[CH2:14][OH:15])=[CH:6][CH:5]=1 |f:1.2|. Reported procedure: A mixture of [1-(4-nitrobenzyl)-1H-imidazol-2-yl]methanol (3.6 g), 10% palladium carbon (400 mg) and ethanol (50 ml) was stirred under a hydrogen atmosphere at room temperature for 4 hrs. Palladium carbon was removed from the reaction mixture by filtration, and the filtrate was concentrated. Recrystallization of the residue from ethyl acetate-hexane gave [1-(4-aminobenzyl)-1H-imidazol-2-yl]methanol (2.53 g, 95%) as colorless prism crystals. melting point: 125° C. (decomposition) Reactants: C(C1=CC=CC=C1)[C@@]1(O)[C@](O)([C@@H](OCC(=O)N[C@@H](C)C(=O)N[C@H](CCC(=O)OCC2=CC=CC=C2)C(N)=O)[C@H](OC(C)=O)[C@H](O1)COC(C1=CC=CC=C1)(C1=CC=CC=C1)C1=CC=CC=C1)NC(C)=O (benzyl (benzyl 2-acetamido-4-O-acetyl-6-O-triphenylmethyl-α-D-glucopyranosid-3-O-yl)acetyl-L-alanyl-D-isoglutaminate). Solvent: C(C)(=O)O (acetic acid). Reaction conditions: temperature 100 celsius, time 2 minute. Product: C(C1=CC=CC=C1)[C@@]1(O)[C@](O)([C@@H](OCC(=O)N[C@@H](C)C(=O)N[C@H](CCC(=O)OCC2=CC=CC=C2)C(N)=O)[C@H](OC(C)=O)[C@H](O1)CO)NC(C)=O (benzyl (benzyl 2-acetamido-4-O-acetyl-α-D-glucopyranosid-3-O-yl)acetyl-L-alanyl-D-isoglutaminate), C(C1=CC=CC=C1)[C@@]1(O)[C@](O)([C@@H](OCC(=O)N[C@@H](C)C(=O)N[C@H](CCC(=O)OCC2=CC=CC=C2)C(N)=O)[C@H](OC(C)=O)[C@H](O1)COC(C1=CC=CC=C1)(C1=CC=CC=C1)C1=CC=CC=C1)NC(C)=O (benzyl (benzyl 2-acetamido-4-O-acetyl-6-O-triphenylmethyl-α-D-glucopyranosid-3-O-yl)acetyl-L-alanyl-D-isoglutaminate). Reaction SMILES: [CH2:1]([C@@:8]1([O:45][C@H:44]([CH2:46][O:47][C:48]([C:61]2[CH:66]=[CH:65][CH:64]=[CH:63][CH:62]=2)([C:55]2[CH:60]=[CH:59][CH:58]=[CH:57][CH:56]=2)[C:49]2[CH:54]=[CH:53][CH:52]=[CH:51][CH:50]=2)[C@@H:39]([O:40][C:41](=[O:43])[CH3:42])[C@H:12]([O:13][CH2:14][C:15]([NH:17][C@H:18]([C:20]([NH:22][C@@H:23]([C:36](=[O:38])[NH2:37])[CH2:24][CH2:25][C:26]([O:28][CH2:29][C:30]2[CH:35]=[CH:34][CH:33]=[CH:32][CH:31]=2)=[O:27])=[O:21])[CH3:19])=[O:16])[C@@:10]1([NH:67][C:68](=[O:70])[CH3:69])[OH:11])[OH:9])[C:2]1[CH:7]=[CH:6][CH:5]=[CH:4][CH:3]=1>C(O)(=O)C>[CH2:1]([C@@:8]1([O:45][C@H:44]([CH2:46][OH:47])[C@@H:39]([O:40][C:41](=[O:43])[CH3:42])[C@H:12]([O:13][CH2:14][C:15]([NH:17][C@H:18]([C:20]([NH:22][C@@H:23]([C:36](=[O:38])[NH2:37])[CH2:24][CH2:25][C:26]([O:28][CH2:29][C:30]2[CH:35]=[CH:34][CH:33]=[CH:32][CH:31]=2)=[O:27])=[O:21])[CH3:19])=[O:16])[C@@:10]1([NH:67][C:68](=[O:70])[CH3:69])[OH:11])[OH:9])[C:2]1[CH:3]=[CH:4][CH:5]=[CH:6][CH:7]=1.[CH2:1]([C@@:8]1([O:45][C@H:44]([CH2:46][O:47][C:48]([C:61]2[CH:62]=[CH:63][CH:64]=[CH:65][CH:66]=2)([C:55]2[CH:56]=[CH:57][CH:58]=[CH:59][CH:60]=2)[C:49]2[CH:50]=[CH:51][CH:52]=[CH:53][CH:54]=2)[C@@H:39]([O:40][C:41](=[O:43])[CH3:42])[C@H:12]([O:13][CH2:14][C:15]([NH:17][C@H:18]([C:20]([NH:22][C@@H:23]([C:36](=[O:38])[NH2:37])[CH2:24][CH2:25][C:26]([O:28][CH2:29][C:30]2[CH:35]=[CH:34][CH:33]=[CH:32][CH:31]=2)=[O:27])=[O:21])[CH3:19])=[O:16])[C@@:10]1([NH:67][C:68](=[O:70])[CH3:69])[OH:11])[OH:9])[C:2]1[CH:7]=[CH:6][CH:5]=[CH:4][CH:3]=1. Reported procedure: A mixture of 0.94 g of benzyl (benzyl 2-acetamido-4-O-acetyl-6-O-triphenylmethyl-α-D-glucopyranosid-3-O-yl)acetyl-L-alanyl-D-isoglutaminate (12C, n = 2, X1 = L-alanyl, R2 = CH3, R3 = --COCH3) and 10 ml of 70% acetic acid is heated at a 100° C until a clear solution is obtained (about 2 minutes) and heating is contained for a further 2 minutes. The solution is immediately cooled in an ice bath and the precipitate is removed by filtration. The filtrate is evaporated to dryness in vacuo, the residu...